From a dataset of the Open Reaction Database (ORD), a public repository of structured organic reaction records. describe an organic reaction: reactants, conditions, products, and yield The reactants are ClC=1C2=NC(=C(N=C2C=C2C(OC(=NC12)C=1N(N=C(C1)C(F)(F)F)C1=NC=CC=C1Cl)=O)C)C (9-chloro-2-[2-(3-chloro-pyridin-2-yl)-5-trifluoromethyl-2H-pyrazol-3-yl]-6,7-dimethyl-3-oxa-1,5,8-triaza-anthracen-4-one), C(C)(C)N (isopropylamine). Yields the product C(C)(C)NC(=O)C=1C=C2N=C(C(=NC2=C(C1NC(=O)C=1N(N=C(C1)C(F)(F)F)C1=NC=CC=C1Cl)Cl)C)C (8-chloro-7-{[2-(3-chloro-pyridin-2-yl)-5-trifluoromethyl-2H-pyrazole-3-carbonyl]-amino}-2,3-dimethyl-quinoxaline-6-carboxylic acid isopropylamide). Yield: 42.0%. RXN SMILES: [Cl:1][C:2]1[C:3]2[C:8]([CH:9]=[C:10]3[C:15]=1[N:14]=[C:13]([C:16]1[N:17]([C:25]4[C:30]([Cl:31])=[CH:29][CH:28]=[CH:27][N:26]=4)[N:18]=[C:19]([C:21]([F:24])([F:23])[F:22])[CH:20]=1)[O:12][C:11]3=[O:32])=[N:7][C:6]([CH3:33])=[C:5]([CH3:34])[N:4]=2.[CH:35]([NH2:38])([CH3:37])[CH3:36]>>[CH:35]([NH:38][C:11]([C:10]1[CH:9]=[C:8]2[C:3](=[C:2]([Cl:1])[C:15]=1[NH:14][C:13]([C:16]1[N:17]([C:25]3[C:30]([Cl:31])=[CH:29][CH:28]=[CH:27][N:26]=3)[N:18]=[C:19]([C:21]([F:22])([F:23])[F:24])[CH:20]=1)=[O:12])[N:4]=[C:5]([CH3:34])[C:6]([CH3:33])=[N:7]2)=[O:32])([CH3:37])[CH3:36]. Procedure details: See step f) of example H2 for the reaction conditions starting from 9-chloro-2-[2-(3-chloro-pyridin-2-yl)-5-trifluoromethyl-2H-pyrazol-3-yl]-6,7-dimethyl-3-oxa-1,5,8-triaza-anthracen-4-one and 2 equivalents of isopropylamine. After 18 hours reaction time and purification by flash chromatography on silica gel, a white solid is obtained within 42% yield. m.p.: 243-244° C. Starting materials: [OH-].[Na+] (NaOH), 2, Cl.OCC1=NC2=C(C=CC=C2C(=C1)NCC1=C(C=CC=C1)C)OC (2-hydroxymethyl-8-methoxy-4-(2-methylbenzylamino)quinoline hydrochloride), S(=O)(Cl)Cl (thionyl chloride). The reagents and catalysts are CN(C)C=O (DMF). Run at time 90 minute. Yields the product Cl.ClCC1=NC2=C(C=CC=C2C(=C1)NCC1=C(C=CC=C1)C)OC (2-chloromethyl-8-methoxy-4-(2-methylbenzylamino)quinoline hydrochloride). As a reaction SMILES: [ClH:1].O[CH2:3][C:4]1[CH:13]=[C:12]([NH:14][CH2:15][C:16]2[CH:21]=[CH:20][CH:19]=[CH:18][C:17]=2[CH3:22])[C:11]2[C:6](=[C:7]([O:23][CH3:24])[CH:8]=[CH:9][CH:10]=2)[N:5]=1.S(Cl)([Cl:27])=O.[OH-].[Na+]>CN(C=O)C>[ClH:27].[Cl:1][CH2:3][C:4]1[CH:13]=[C:12]([NH:14][CH2:15][C:16]2[CH:21]=[CH:20][CH:19]=[CH:18][C:17]=2[CH3:22])[C:11]2[C:6](=[C:7]([O:23][CH3:24])[CH:8]=[CH:9][CH:10]=2)[N:5]=1 |f:0.1,3.4,6.7|. Reported procedure: A mixture of 2 5 g (=7.2 mmol) of 2-hydroxymethyl-8-methoxy-4-(2-methylbenzylamino)quinoline hydrochloride, 5.3 ml of thionyl chloride and 2 drops of DMF was stirred at room temperature for 90 minutes. The mixture was poured onto ice, made alkaline with 1 N NaOH and extracted with ethyl acetate. The crude product after the organic phase had been dried with Na2SO4 and the solvent had been stripped off was converted into the hydrochloride with methanolic hydrochloric acid. 2.48 g of 2-chloromethyl... Reactants: [Al+3], O=C([O-])C(O)C(O)C(=O)[O-], CCOCC, CCOC(=O)c1cc2c(Br)cccc2n1CC#N, [H-], [H-], [H-], [H-], [K+], [Li+], [Na+]. Yields the product Brc1cccc2c1cc1n2CCNC1. Reaction SMILES: [Al+3:2].[C:25]([CH:26]([CH:27]([C:28]([O-:29])=[O:30])[OH:31])[OH:32])([O-:33])=[O:34].[CH2:37]([O:38][CH2:39][CH3:40])[CH3:41].[CH2:7]([O:8][C:10](=[O:9])[c:12]1[n:13]([CH2:22][C:23]#[N:24])[c:14]2[cH:15][cH:16][cH:17][c:18]([Br:21])[c:19]2[cH:20]1)[CH3:11].[H-:1].[H-:4].[H-:5].[H-:6].[K+:36].[Li+:3].[Na+:35]>>[CH2:10]1[c:12]2[n:13]([c:14]3[cH:15][cH:16][cH:17][c:18]([Br:21])[c:19]3[cH:20]2)[CH2:22][CH2:23][NH:24]1. Starting materials: C(C)(C)NC(C)C (diisopropylamine), C(C(C)C)#N (isobutyronitrile), C1CCOC1 (THF), C1CCOC1 (THF), C(=O)=O (dry ice), BrCC=1C(=CC=CC1)CBr (α,α'-dibromo-o-xylene), C(CCC)[Li] (n-butyllithium). Run in CCCCCC (hexane). Run at time 35 minute. Yields the product CC(CC1=C(C=CC=C1)CC(C)(C)C#N)(C)C#N (1,2-bis(2-methyl-2-cyanopropyl)benzene). Isolated yield 94.0%. As a reaction SMILES: [CH:1]([NH:4]C(C)C)(C)C.[CH2:8]([Li])[CH2:9][CH2:10][CH3:11].[C:13](#[N:17])[CH:14]([CH3:16])[CH3:15].Br[CH2:19][C:20]1C(CBr)=CC=CC=1.[C:28](=O)=O.[CH2:31]1[CH2:35]O[CH2:33][CH2:32]1>CCCCCC>[CH3:11][C:10]([C:1]#[N:4])([CH3:28])[CH2:9][C:8]1[CH:20]=[CH:19][CH:33]=[CH:32][C:31]=1[CH2:35][C:14]([C:13]#[N:17])([CH3:16])[CH3:15]. Procedure details: In a dry 1-liter flask, equipped with a large magnetic stirrer, a reflux condenser capped with a nitrogen bubbler, an addition funnel, and a syringe adapter, was placed 570 ml of anhydrous THF, and 26.5 ml of diisopropylamine (via syringe). The mixture was cooled in a dry ice bath, and with stirring, 73.1 ml of 2.6 molar n-butyllithium in hexane was added via syringe. After the mixture had stirred for 1 hr, a solution of 13.1 g of freshly distilled isobutyronitrile in 40 ml of THF was added in 2... Reactants: CC(C)(C)[Si](OC(CO)CCCO)(c1ccccc1)c1ccccc1, CCOC(C)=O. The product is CC(C)(C)[Si](OC1CCCOCOC1)(c1ccccc1)c1ccccc1. RXN SMILES: [C:1]([CH3:2])([CH3:3])([CH3:4])[Si:5]([O:6][CH:7]([CH2:8][OH:9])[CH2:10][CH2:11][CH2:12][OH:13])([c:14]1[cH:15][cH:16][cH:17][cH:18][cH:19]1)[c:20]1[cH:21][cH:22][cH:23][cH:24][cH:25]1.[CH3:26][CH2:27][O:28][C:29]([CH3:30])=[O:31]>>[C:1]([CH3:2])([CH3:3])([CH3:4])[Si:5]([O:6][CH:7]1[CH2:8][O:9][CH2:26][O:13][CH2:12][CH2:11][CH2:10]1)([c:14]1[cH:15][cH:16][cH:17][cH:18][cH:19]1)[c:20]1[cH:21][cH:22][cH:23][cH:24][cH:25]1. The reactants are CC(C(F)Cl)(C(C(F)(F)F)(F)F)F (2-methyl-l-chloro-1,2,3,3,4,4,4-heptafluorobutane), CC(=C)C#C (2-methyl-l-buten-3-yne). The product is CC(CF)(C(C(F)F)(F)F)F (2-methyl-1,2,3,3,4,4-hexafluorobutane). Reaction SMILES: [CH3:1][C:2]([F:13])([C:6]([F:12])([F:11])[C:7](F)([F:9])[F:8])[CH:3](Cl)[F:4].CC(C#C)=C>>[CH3:1][C:2]([F:13])([C:6]([F:11])([F:12])[CH:7]([F:8])[F:9])[CH2:3][F:4]. Procedure: As another example, 2-methyl-l-chloro-1,2,3,3,4,4,4-heptafluorobutane may be prepared by fluorinating commercially available 2-methyl-l-buten-3-yne to form 2-methyl-1,2,3,3,4,4-hexafluorobutane which may then be dehydrohalogenated to form 2-methyl-1,3,4,4-tetrafluoro-1,3-butadiene. The 2-methyl-1,3,4,4-tetrafluoro-1,3-butadiene may then be fluorinated to form 2-methyl-1,1,2,3,3,4,4,4-octafluorobutane which may then be dehalogenated to form 2-methyl-1,3,3,4,4,4-hexafluoro-l-butene. The 2-methyl-1... Procedure: Fuming nitric acid (33 ml) was added to a stirred suspension of 6-ethyl-4-hydroxycoumarin (m.p. 216°-8°; 5.52g) in chloroform (500 ml) at room temperature over 1 hour. After standing for a further hour, the solvent was removed in vacuo at room temperature and 6N hydrochloric acid (100 ml) added to the residue. Filtration gave the product m.p. 114°-5°, (C11H9NO5 requires C, 56.17; H, 3.86 N, 5.96. Found: C, 55.86; H, 3.80; N, 5.86). Recrystallisation from benzene-petroleum ether (b.p. 40°-60°) ra... The reactants are [N+](=O)(O)[O-] (nitric acid), C(C)C=1C=C2C(=CC(OC2=CC1)=O)O (6-ethyl-4-hydroxycoumarin). Run in C(Cl)(Cl)Cl (chloroform). Product: C(C)C=1C=C2C(=C(C(OC2=CC1)=O)[N+](=O)[O-])O (6-Ethyl-4-hydroxy-3-nitrocoumarin). RXN SMILES: [N+:1]([O-:4])(O)=[O:2].[CH2:5]([C:7]1[CH:8]=[C:9]2[C:14](=[CH:15][CH:16]=1)[O:13][C:12](=[O:17])[CH:11]=[C:10]2[OH:18])[CH3:6]>C(Cl)(Cl)Cl>[CH2:5]([C:7]1[CH:8]=[C:9]2[C:14](=[CH:15][CH:16]=1)[O:13][C:12](=[O:17])[C:11]([N+:1]([O-:4])=[O:2])=[C:10]2[OH:18])[CH3:6]. Procedure details: This material was prepared in analogy to example 251 step B) from 2-(4-trifluoromethoxy-phenyl)-2,8-diaza-spiro[4.5]decan-1-one, diphosgene and piperidine. MS (ESI): 426.3 (MH+). Reaction SMILES: [F:1][C:2]([F:22])([F:21])[O:3][C:4]1[CH:9]=[CH:8][C:7]([N:10]2[CH2:14][CH2:13][C:12]3([CH2:19][CH2:18][NH:17][CH2:16][CH2:15]3)[C:11]2=[O:20])=[CH:6][CH:5]=1.O=C(Cl)[O:25][C:26](Cl)(Cl)Cl.[NH:31]1[CH2:36][CH2:35][CH2:34][CH2:33][CH2:32]1>>[N:31]1([C:26]([N:17]2[CH2:16][CH2:15][C:12]3([C:11](=[O:20])[N:10]([C:7]4[CH:8]=[CH:9][C:4]([O:3][C:2]([F:1])([F:21])[F:22])=[CH:5][CH:6]=4)[CH2:14][CH2:13]3)[CH2:19][CH2:18]2)=[O:25])[CH2:36][CH2:35][CH2:34][CH2:33][CH2:32]1. Reactants: FC(OC1=CC=C(C=C1)N1C(C2(CC1)CCNCC2)=O)(F)F (2-(4-trifluoromethoxy-phenyl)-2,8-diaza-spiro[4.5]decan-1-one), O=C(OC(Cl)(Cl)Cl)Cl (diphosgene), N1CCCCC1 (piperidine). Yields the product N1(CCCCC1)C(=O)N1CCC2(CCN(C2=O)C2=CC=C(C=C2)OC(F)(F)F)CC1 (8-(Piperidine-1-carbonyl)-2-(4-trifluoromethoxy-phenyl)-2,8-diaza-spiro[4.5]decan-1-one). Reactants: FC(C=1C=C(C=CC1)C(CN=C=O)OC)(F)F (2-(3-Trifluoromethylphenyl)-2-(methoxy)ethylisocyanate), OC1=CC=C(C=C1)CC1C(NC(S1)=O)=O (5-[(4-hydroxyphenyl)methyl]-2,4-thiazolidinedione). Solvent: C1=CC=CC=C1 (benzene), O1CCCC1 (tetrahydrofuran). The product is FC(C=1C=C(C=CC1)C(CNC(=O)OC1=CC=C(CC2C(NC(S2)=O)=O)C=C1)OC)(F)F (5-[4-[2-(3-Trifluoromethylphenyl)-2-(methoxy)ethylaminocarbonyloxy]benzyl]-2,4-thiazolidinedione). Reaction SMILES: [F:1][C:2]([F:17])([F:16])[C:3]1[CH:4]=[C:5]([CH:9]([O:14][CH3:15])[CH2:10][N:11]=[C:12]=[O:13])[CH:6]=[CH:7][CH:8]=1.[OH:18][C:19]1[CH:24]=[CH:23][C:22]([CH2:25][CH:26]2[S:30][C:29](=[O:31])[NH:28][C:27]2=[O:32])=[CH:21][CH:20]=1>C1C=CC=CC=1.O1CCCC1>[F:1][C:2]([F:16])([F:17])[C:3]1[CH:4]=[C:5]([CH:9]([O:14][CH3:15])[CH2:10][NH:11][C:12]([O:18][C:19]2[CH:24]=[CH:23][C:22]([CH2:25][CH:26]3[S:30][C:29](=[O:31])[NH:28][C:27]3=[O:32])=[CH:21][CH:20]=2)=[O:13])[CH:6]=[CH:7][CH:8]=1. Procedure details: A solution containing 1.5 g of the compound prepared in stage A in 10 ml of benzene is added to a solution containing 1.4 g of 5-[(4-hydroxyphenyl)methyl]-2,4-thiazolidinedione in 5 ml of tetrahydrofuran. The reactants are ClC=1C=C(C(=O)OC)C=CC1F (methyl 3-chloro-4-fluorobenzoate), N1(CCCCC1)C1=NC=C(C=N1)O (2-piperidin-1-ylpyrimidin-5-ol), C([O-])([O-])=O.[Cs+].[Cs+] (cesium carbonate), CS(=O)(=O)N (methanesulfonamide), Cl.CN(CCCN=C=NCC)C (1-(3-dimethylaminopropyl)-3-ethylcarbodiimide hydrochloride). Reagents/catalysts: [Cu] (copper), CN(C)C=1C=CN=CC1 (DMAP). The solvent is N1=CC=CC=C1 (pyridine), ClCCl (dichloromethane). Conditions: temperature 120 celsius, time 16 hour. The product is ClC=1C=C(C(=O)NS(=O)(=O)C)C=CC1OC=1C=NC(=NC1)N1CCCCC1 (3-Chloro-N-(methylsulfonyl)-4-[(2-piperidin-1-ylpyrimidin-5-yl)oxy]benzamide). Isolated yield 10.2%. RXN SMILES: [Cl:1][C:2]1[CH:3]=[C:4]([CH:9]=[CH:10][C:11]=1F)[C:5]([O:7]C)=O.[N:13]1([C:19]2[N:24]=[CH:23][C:22]([OH:25])=[CH:21][N:20]=2)[CH2:18][CH2:17][CH2:16][CH2:15][CH2:14]1.C(=O)([O-])[O-].[Cs+].[Cs+].[CH3:32][S:33]([NH2:36])(=[O:35])=[O:34].Cl.CN(C)CCCN=C=NCC>N1C=CC=CC=1.CN(C1C=CN=CC=1)C.ClCCl.[Cu]>[Cl:1][C:2]1[CH:3]=[C:4]([CH:9]=[CH:10][C:11]=1[O:25][C:22]1[CH:23]=[N:24][C:19]([N:13]2[CH2:18][CH2:17][CH2:16][CH2:15][CH2:14]2)=[N:20][CH:21]=1)[C:5]([NH:36][S:33]([CH3:32])(=[O:35])=[O:34])=[O:7] |f:2.3.4,6.7|. Procedure: To a solution of methyl 3-chloro-4-fluorobenzoate (23.6 mg, 0.125 mmol) and 2-piperidin-1-ylpyrimidin-5-ol (Preparation 10, 22.4 mg 0.125 mmol) in pyridine (0.5 mL) were added cesium carbonate (122 mg, 0.375 mmol) and copper powder (16 mg, 0.25 mmol) and the reaction mixture was shaken at 120° C. for 16 hours. The reaction mixture was filtered and evaporated in vacuo. Water (1 mL) was added and the mixture extracted with EtOAc (3×1 mL). The combined organic layers were dried over magnesium sulfa...